This data is from the Open Reaction Database (ORD), a public repository of structured organic reaction records. The task is: describe an organic reaction: reactants, conditions, products, and yield Reactants: C1CCOC1, CCN(C(C)C)C(C)C, O=S(=O)(OCC(F)F)C(F)(F)F, CN(C(=O)NCc1cccc(F)c1Cl)C(CN)COC(=O)Nc1cc2ccccc2cn1. Product: CN(C(=O)NCc1cccc(F)c1Cl)C(CNCC(F)F)COC(=O)Nc1cc2ccccc2cn1. Reaction SMILES: [CH2:54]1[O:55][CH2:56][CH2:57][CH2:58]1.[CH:45]([N:46]([CH2:47][CH3:48])[CH:49]([CH3:50])[CH3:51])([CH3:52])[CH3:53].[F:33][C:34]([F:35])([F:36])[S:37]([O:38][CH2:39][CH:40]([F:41])[F:42])(=[O:43])=[O:44].[cH:1]1[n:2][c:3]([NH:11][C:12]([O:13][CH2:14][CH:15]([CH2:16][NH2:17])[N:18]([C:19](=[O:20])[NH:21][CH2:22][c:23]2[c:24]([Cl:30])[c:25]([F:29])[cH:26][cH:27][cH:28]2)[CH3:31])=[O:32])[cH:4][c:5]2[cH:6][cH:7][cH:8][cH:9][c:10]12>>[cH:1]1[n:2][c:3]([NH:11][C:12]([O:13][CH2:14][CH:15]([CH2:16][NH:17][CH2:39][CH:40]([F:41])[F:42])[N:18]([C:19](=[O:20])[NH:21][CH2:22][c:23]2[c:24]([Cl:30])[c:25]([F:29])[cH:26][cH:27][cH:28]2)[CH3:31])=[O:32])[cH:4][c:5]2[cH:6][cH:7][cH:8][cH:9][c:10]12. Reactants: [BH3-]C#N, C1COCCN1, CC(=O)O, O=Cc1ccc(N2CCN(c3ccc([N+](=O)[O-])cc3)CC2)cc1, [Na+], C1CCOC1, O. Yields the product O=[N+]([O-])c1ccc(N2CCN(c3ccc(CN4CCOCC4)cc3)CC2)cc1. Reaction SMILES: [C:31]([BH3-:32])#[N:33].[CH2:25]1[CH2:26][O:27][CH2:28][CH2:29][NH:30]1.[CH3:40][C:41](=[O:42])[OH:43].[N+:2](=[O:3])([O-:4])[c:5]1[cH:6][cH:7][c:8]([N:11]2[CH2:12][CH2:13][N:14]([c:17]3[cH:18][cH:19][c:20]([CH:21]=[O:22])[cH:23][cH:24]3)[CH2:15][CH2:16]2)[cH:9][cH:10]1.[Na+:34].[O:35]1[CH2:36][CH2:37][CH2:38][CH2:39]1.[OH2:1]>>[N+:2](=[O:3])([O-:4])[c:5]1[cH:6][cH:7][c:8]([N:11]2[CH2:12][CH2:13][N:14]([c:17]3[cH:18][cH:19][c:20]([CH2:21][N:30]4[CH2:25][CH2:26][O:27][CH2:28][CH2:29]4)[cH:23][cH:24]3)[CH2:15][CH2:16]2)[cH:9][cH:10]1. Reactants: NC1=CC=C2CCN(C2=C1)C(=O)OC(C)(C)C (tert-butyl 6-aminoindoline-1-carboxylate), CCN(C(C)C)C(C)C (iPr2NEt), Cl.N1=CC=C(C2=CC=CC=C12)CNC1=C(SC=C1)C(=O)O (3-[(quinolin-4-ylmethyl)amino]thiophene-2-carboxylic acid hydrochloride), C(CCl)Cl (EDC), C1=CC2=C(N=C1)N(N=N2)O (HOAt). Reagents/catalysts: CN(C)C=1C=CN=CC1 (DMAP). Solvent: C(Cl)Cl (CH2Cl2). Yields the product N1=CC=C(C2=CC=CC=C12)CNC1=C(SC=C1)C(=O)NC1=CC=C2CCN(C2=C1)C(=O)OC(C)(C)C (tert-butyl 6-({[3-[(quinolin-4-ylmethyl)amino]thien-2-yl]carbonyl}amino)indoline-1-carboxylate). As a reaction SMILES: [NH2:1][C:2]1[CH:10]=[C:9]2[C:5]([CH2:6][CH2:7][N:8]2[C:11]([O:13][C:14]([CH3:17])([CH3:16])[CH3:15])=[O:12])=[CH:4][CH:3]=1.CCN(C(C)C)C(C)C.Cl.[N:28]1[C:37]2[C:32](=[CH:33][CH:34]=[CH:35][CH:36]=2)[C:31]([CH2:38][NH:39][C:40]2[CH:44]=[CH:43][S:42][C:41]=2[C:45](O)=[O:46])=[CH:30][CH:29]=1.C(Cl)CCl.C1C=NC2N(O)N=NC=2C=1>C(Cl)Cl.CN(C1C=CN=CC=1)C>[N:28]1[C:37]2[C:32](=[CH:33][CH:34]=[CH:35][CH:36]=2)[C:31]([CH2:38][NH:39][C:40]2[CH:44]=[CH:43][S:42][C:41]=2[C:45]([NH:1][C:2]2[CH:10]=[C:9]3[C:5]([CH2:6][CH2:7][N:8]3[C:11]([O:13][C:14]([CH3:17])([CH3:16])[CH3:15])=[O:12])=[CH:4][CH:3]=2)=[O:46])=[CH:30][CH:29]=1 |f:2.3|. Procedure: To a solution of tert-butyl 6-aminoindoline-1-carboxylate (3.2 g, 13.68 mmol) in CH2Cl2 (135 mL) was added iPr2NEt (14 mL), 3-[(quinolin-4-ylmethyl)amino]thiophene-2-carboxylic acid hydrochloride (5.27 g, 16.42 mmol), EDC (3.93 g, 20.5 mmol), DMAP (0.81 g, 6.63 mmol), and HOAt (5.5 mL. 0.5M in DMF). The resulting mixture was then heated to reflux under N2 atmosphere. After 8 h the reaction was cooled to rt and then washed with 50% NaCl solution. The organic layer was dried over Na2SO4, filtered,... Starting materials: CS(C)=O, Cc1ccc(F)nc1, N#C[Na], O. Yields the product Cc1ccc(C#N)nc1. RXN SMILES: [CH3:13][S:14]([CH3:15])=[O:16].[F:1][c:2]1[n:3][cH:4][c:5]([CH3:8])[cH:6][cH:7]1.[Na:9][C:10]#[N:11].[OH2:12]>>[c:2]1([C:10]#[N:11])[n:3][cH:4][c:5]([CH3:8])[cH:6][cH:7]1. The reactants are CCO, OB(O)c1cc(Cl)cc(Cl)c1Cl, Nc1nccnc1Cl, [Na+], [Na+], O=C([O-])[O-], c1ccccc1, c1ccc(P(c2ccccc2)(c2ccccc2)[Pd](P(c2ccccc2)(c2ccccc2)c2ccccc2)(P(c2ccccc2)(c2ccccc2)c2ccccc2)P(c2ccccc2)(c2ccccc2)c2ccccc2)cc1. Yields the product Nc1nccnc1-c1cc(Cl)cc(Cl)c1Cl. RXN SMILES: [CH3:27][CH2:28][OH:29].[Cl:1][c:2]1[c:3]([B:10]([OH:11])[OH:12])[cH:4][c:5]([Cl:9])[cH:6][c:7]1[Cl:8].[NH2:13][c:14]1[n:15][cH:16][cH:17][n:18][c:19]1[Cl:20].[Na+:21].[Na+:22].[O-:23][C:24](=[O:25])[O-:26].[cH:30]1[cH:31][cH:32][cH:33][cH:34][cH:35]1.[cH:36]1[cH:37][cH:38][c:39]([P:40]([Pd:41]([P:42]([c:43]2[cH:44][cH:45][cH:46][cH:47][cH:48]2)([c:49]2[cH:50][cH:51][cH:52][cH:53][cH:54]2)[c:55]2[cH:56][cH:57][cH:58][cH:59][cH:60]2)([P:61]([c:62]2[cH:63][cH:64][cH:65][cH:66][cH:67]2)([c:68]2[cH:69][cH:70][cH:71][cH:72][cH:73]2)[c:74]2[cH:75][cH:76][cH:77][cH:78][cH:79]2)[P:80]([c:81]2[cH:82][cH:83][cH:84][cH:85][cH:86]2)([c:87]2[cH:88][cH:89][cH:90][cH:91][cH:92]2)[c:93]2[cH:94][cH:95][cH:96][cH:97][cH:98]2)([c:99]2[cH:100][cH:101][cH:102][cH:103][cH:104]2)[c:105]2[cH:106][cH:107][cH:108][cH:109][cH:110]2)[cH:111][cH:112]1>>[Cl:1][c:2]1[c:3](-[c:19]2[c:14]([NH2:13])[n:15][cH:16][cH:17][n:18]2)[cH:4][c:5]([Cl:9])[cH:6][c:7]1[Cl:8].